Dataset: the Open Reaction Database (ORD), a public repository of structured organic reaction records. Task: describe an organic reaction: reactants, conditions, products, and yield RXN SMILES: [CH3:1][C:2]1[C:11]2[O:10][CH2:9][CH2:8][O:7][C:6]=2[CH:5]=[CH:4][CH:3]=1.[Br:12]Br.S([O-])(O)=O.[Na+]>C(O)(=O)C>[Br:12][C:3]1[CH:4]=[CH:5][C:6]2[O:7][CH2:8][CH2:9][O:10][C:11]=2[C:2]=1[CH3:1] |f:2.3|. The product is BrC1=C(C2=C(OCCO2)C=C1)C (6-bromo-5-methyl-1,4-benzodioxane). Run in C(C)(=O)O (acetic acid). Yield: 98.3%. Starting materials: CC1=CC=CC=2OCCOC21 (5-methyl-1,4-benzodioxane), BrBr (bromine), S(=O)(O)[O-].[Na+] (sodium hydrogen sulfite). Reaction conditions: time 30 minute. Reported procedure: In 30 ml of acetic acid, was dissolved 10 g of 5-methyl-1,4-benzodioxane and 11.8 g of bromine was added dropwise to the solution. After stirring for 30 minutes, the reaction mixture was poured into a sodium hydrogen sulfite aqueous solution and extracted with diethyl ether. The resulting diethyl ether layer was washed successively with a sodium hydrogen carbonate aqueous solution, water and saturated saline solution, dried over anhydrous magnesium sulfate, and the solvent was removed under redu...